This data is from the Open Reaction Database (ORD), a public repository of structured organic reaction records. The task is: describe an organic reaction: reactants, conditions, products, and yield The reactants are OC1=C(C=CC=C1)C(CC(=O)C1=C(C=CC=C1)OC)=O (1-(2-hydroxyphenyl)-3-(2-methoxyphenyl)-propan-1,3-dione), ice. The solvent is C(C)(=O)O (acetic acid), S(O)(O)(=O)=O (sulfuric acid). Reaction conditions: temperature 100 celsius. Product: COC1=C(C=2OC3=CC=CC=C3C(C2)=O)C=CC=C1 (2′-Methoxyflavone). The yield is 96.3%. RXN SMILES: O[C:2]1[CH:7]=[CH:6][CH:5]=[CH:4][C:3]=1[C:8](=[O:20])[CH2:9][C:10]([C:12]1[CH:17]=[CH:16][CH:15]=[CH:14][C:13]=1[O:18][CH3:19])=[O:11]>C(O)(=O)C.S(=O)(=O)(O)O>[CH3:19][O:18][C:13]1[CH:14]=[CH:15][CH:16]=[CH:17][C:12]=1[C:10]1[O:11][C:4]2[C:3]([C:8](=[O:20])[CH:9]=1)=[CH:2][CH:7]=[CH:6][CH:5]=2. Reported procedure: A solution of 1-(2-hydroxyphenyl)-3-(2-methoxyphenyl)-propan-1,3-dione (27 g, 0.1 mol) in acetic acid (130 ml) and concentrated sulfuric acid (5 ml) were placed in a flask fitted with a reflux condenser and a stirrer. The flask was heated in a bath maintained at 100° C. for an hour. Then the reaction mixture was poured onto crushed ice (750 g). The solid was filtered off, washed with water, dried and crystallized from methanol to give 24.3 g (96.2%) of the compound (m.p.: 97-98.5° C.). In the li...